This data is from the Open Reaction Database (ORD), a public repository of structured organic reaction records. The task is: describe an organic reaction: reactants, conditions, products, and yield Starting materials: CO, COC(=O)Nc1ccc(OCc2ccc(Cl)cc2)cn1, [Na+], [OH-], O. Yields the product Nc1ccc(OCc2ccc(Cl)cc2)cn1. RXN SMILES: [CH3:23][OH:24].[Cl:3][c:4]1[cH:5][cH:6][c:7]([CH2:8][O:9][c:10]2[cH:11][cH:12][c:13]([NH:16][C:17](=[O:18])[O:19][CH3:20])[n:14][cH:15]2)[cH:21][cH:22]1.[Na+:2].[OH-:1].[OH2:25]>>[Cl:3][c:4]1[cH:5][cH:6][c:7]([CH2:8][O:9][c:10]2[cH:11][cH:12][c:13]([NH2:16])[n:14][cH:15]2)[cH:21][cH:22]1. Starting materials: CCN(Cc1ccccc1)CC1CCNCC1, O=C(Cl)Oc1ccc(Oc2ccc(C(F)(F)F)cn2)cc1, ClCCl, Oc1ccccc1. Product: CCN(Cc1ccccc1)CC1CCN(C(=O)Oc2ccc(Oc3ccc(C(F)(F)F)cn3)cc2)CC1. RXN SMILES: [CH2:1]([c:2]1[cH:3][cH:4][cH:5][cH:6][cH:7]1)[N:8]([CH2:9][CH:10]1[CH2:11][CH2:12][NH:13][CH2:14][CH2:15]1)[CH2:16][CH3:17].[Cl:18][C:19](=[O:20])[O:21][c:22]1[cH:23][cH:24][c:25]([O:28][c:29]2[n:30][cH:31][c:32]([C:35]([F:36])([F:37])[F:38])[cH:33][cH:34]2)[cH:26][cH:27]1.[Cl:46][CH2:47][Cl:48].[OH:39][c:40]1[cH:41][cH:42][cH:43][cH:44][cH:45]1>>[CH2:1]([c:2]1[cH:3][cH:4][cH:5][cH:6][cH:7]1)[N:8]([CH2:9][CH:10]1[CH2:11][CH2:12][N:13]([C:19](=[O:20])[O:21][c:22]2[cH:23][cH:24][c:25]([O:28][c:29]3[n:30][cH:31][c:32]([C:35]([F:36])([F:37])[F:38])[cH:33][cH:34]3)[cH:26][cH:27]2)[CH2:14][CH2:15]1)[CH2:16][CH3:17]. The reactants are CCC(=O)Cl, Cl[Sn](Cl)(Cl)Cl, c1ccccc1, c1ccsc1. Yields the product CCC(=O)c1cccs1. As a reaction SMILES: [C:6]([CH2:7][CH3:8])(=[O:9])[Cl:10].[Sn:11]([Cl:12])([Cl:13])([Cl:14])[Cl:15].[cH:16]1[cH:17][cH:18][cH:19][cH:20][cH:21]1.[cH:1]1[cH:2][cH:3][s:4][cH:5]1>>[cH:1]1[cH:2][c:3]([C:6]([CH2:7][CH3:8])=[O:9])[s:4][cH:5]1. The reactants are CC(Cl)Cl, O=Cc1c(Cl)nc(Cl)nc1Cl, O=S(=O)(Cl)Cl. The product is O=C(Cl)c1c(Cl)nc(Cl)nc1Cl. RXN SMILES: [Cl:17][CH:18]([Cl:19])[CH3:20].[Cl:1][c:2]1[n:3][c:4]([Cl:11])[c:5]([CH:9]=[O:10])[c:6]([Cl:8])[n:7]1.[S:12]([Cl:13])(=[O:14])([Cl:15])=[O:16]>>[Cl:1][c:2]1[n:3][c:4]([Cl:11])[c:5]([C:9](=[O:10])[Cl:15])[c:6]([Cl:8])[n:7]1.